Dataset: the Open Reaction Database (ORD), a public repository of structured organic reaction records. Task: describe an organic reaction: reactants, conditions, products, and yield The reactants are CCOC(=O)C(NC(C)=O)=C(c1ccc(OC2CCCC2)cc1)c1c(C(=O)OCC)[nH]c2ccc(-c3ccc(C(F)(F)F)cc3)cc12, C1CCOC1, CO. Yields the product CCOC(=O)c1[nH]c2ccc(-c3ccc(C(F)(F)F)cc3)cc2c1C(c1ccc(OC2CCCC2)cc1)C(NC(C)=O)C(=O)OCC. RXN SMILES: [CH2:1]([CH3:2])[O:3][C:4](=[O:5])[c:6]1[nH:7][c:8]2[cH:9][cH:10][c:11](-[c:38]3[cH:39][cH:40][c:41]([C:44]([F:45])([F:46])[F:47])[cH:42][cH:43]3)[cH:12][c:13]2[c:14]1[C:15](=[C:16]([C:17](=[O:18])[O:19][CH2:20][CH3:21])[NH:22][C:23]([CH3:24])=[O:25])[c:26]1[cH:27][cH:28][c:29]([O:32][CH:33]2[CH2:34][CH2:35][CH2:36][CH2:37]2)[cH:30][cH:31]1.[CH2:48]1[O:49][CH2:50][CH2:51][CH2:52]1.[CH3:53][OH:54]>>[CH2:1]([CH3:2])[O:3][C:4](=[O:5])[c:6]1[nH:7][c:8]2[cH:9][cH:10][c:11](-[c:38]3[cH:39][cH:40][c:41]([C:44]([F:45])([F:46])[F:47])[cH:42][cH:43]3)[cH:12][c:13]2[c:14]1[CH:15]([CH:16]([C:17](=[O:18])[O:19][CH2:20][CH3:21])[NH:22][C:23]([CH3:24])=[O:25])[c:26]1[cH:27][cH:28][c:29]([O:32][CH:33]2[CH2:34][CH2:35][CH2:36][CH2:37]2)[cH:30][cH:31]1. Reactants: NC1=C(C=CC=C1)NC(=O)CCCCCNC(C1=CC(=C(C=C1)Br)C)=O (N-(5-(2-aminophenylcarbamoyl)pentyl)-4-bromo-3-methylbenzamide), COC1=C(C=CC(=C1)OC)B(O)O (2,4-dimethoxyphenyl boronic acid). As a reaction SMILES: [NH2:1][C:2]1[CH:7]=[CH:6][CH:5]=[CH:4][C:3]=1[NH:8][C:9]([CH2:11][CH2:12][CH2:13][CH2:14][CH2:15][NH:16][C:17](=[O:26])[C:18]1[CH:23]=[CH:22][C:21](Br)=[C:20]([CH3:25])[CH:19]=1)=[O:10].[CH3:27][O:28][C:29]1[CH:34]=[C:33]([O:35][CH3:36])[CH:32]=[CH:31][C:30]=1B(O)O>>[NH2:1][C:2]1[CH:7]=[CH:6][CH:5]=[CH:4][C:3]=1[NH:8][C:9]([CH2:11][CH2:12][CH2:13][CH2:14][CH2:15][NH:16][C:17](=[O:26])[C:18]1[CH:23]=[CH:22][C:21]([C:32]2[CH:31]=[CH:30][C:29]([O:28][CH3:27])=[CH:34][C:33]=2[O:35][CH3:36])=[C:20]([CH3:25])[CH:19]=1)=[O:10]. Product: NC1=C(C=CC=C1)NC(=O)CCCCCNC(C1=CC(=C(C=C1)C1=C(C=C(C=C1)OC)OC)C)=O (N-(5-(2-aminophenylcarbamoyl)pentyl)-3-methyl-4-(2,4-dimethoxyphenyl)-benzamide). Procedure details: The procedure of Example 81 was repeated except for using N-(5-(2-aminophenylcarbamoyl)pentyl)-4-bromo-3-methylbenzamide instead of N-(5-(2-aminophenylcarbomoyl)pentyl)-3-bromo-2-methylbenzamide, and 2,4-dimethoxyphenyl boronic acid instead of phenyl boronic acid to obtain the title compound (38 mg, 66%). Isolated yield 66.0%. Starting materials: C(=C)OCC (ethyl vinyl ether), BrC(CCO)=C (3-bromo-3-buten-1-ol). The reagents and catalysts are C(C)N(CC)CC (triethylamine), O.C1(=CC=C(C=C1)S(=O)(=O)O)C (p-toluene sulfonic acid monohydrate). Run in C(C)OCC (diethyl ether). Reaction conditions: time 1 hour. Yields the product BrC(=C)CCOC(C)OCC (2-bromo-4-(1-ethoxy-ethoxy)-but-1-ene). Yield: 91.6%. As a reaction SMILES: [Br:1][C:2](=[CH2:6])[CH2:3][CH2:4][OH:5].[CH:7]([O:9][CH2:10][CH3:11])=[CH2:8]>C(OCC)C.C(N(CC)CC)C.O.C1(C)C=CC(S(O)(=O)=O)=CC=1>[Br:1][C:2]([CH2:3][CH2:4][O:5][CH:7]([O:9][CH2:10][CH3:11])[CH3:8])=[CH2:6] |f:4.5|. Procedure details: While cooling a solution of 10.38 g (0.0687 mol) of 3-bromo-3-buten-1-ol in 20 ml of diethyl ether with 50 mg (0.000263 mol) p-toluene sulfonic acid monohydrate in an ice water bath, 19 ml (0.199 mol) of ethyl vinyl ether was added slowly dropwise to maintain an internal temperature of <10° C. After 1 hour at 0° C., a few drops of triethylamine was added. The reaction mixture was poured onto water. The resulting mixture was transferred to a separatory funnel and the phases were separated. The is... Starting materials: NC1=C(C=C(C(=C1)OC)OC)CCNCCCN(CCCSC1=CC=CC=C1)C (N-[3-(2-(2-amino-4,5-dimethoxyphenyl)-ethylamino)-propyl]-N-[3-(phenylthio)-propyl]-methylamine), C(=O)(N1C=NC=C1)N1C=NC=C1 (carbonyldiimidazole). Run in C(C)#N (acetonitrile). The product is COC=1C(=CC2=C(CCN(C(N2)=O)CCCN(CCCSC2=CC=CC=C2)C)C1)OC (N-[3-(7,8-Dimethoxy-1,3,4,5-tetrahydro-2H-1,3-benzdiazepin-2-on-3-yl)-propyl]-N-[3-(phenylthio)-propyl]-methylamine). As a reaction SMILES: [NH2:1][C:2]1[CH:7]=[C:6]([O:8][CH3:9])[C:5]([O:10][CH3:11])=[CH:4][C:3]=1[CH2:12][CH2:13][NH:14][CH2:15][CH2:16][CH2:17][N:18]([CH3:29])[CH2:19][CH2:20][CH2:21][S:22][C:23]1[CH:28]=[CH:27][CH:26]=[CH:25][CH:24]=1.[C:30](N1C=CN=C1)(N1C=CN=C1)=[O:31]>C(#N)C>[CH3:11][O:10][C:5]1[C:6]([O:8][CH3:9])=[CH:7][C:2]2[NH:1][C:30](=[O:31])[N:14]([CH2:15][CH2:16][CH2:17][N:18]([CH3:29])[CH2:19][CH2:20][CH2:21][S:22][C:23]3[CH:28]=[CH:27][CH:26]=[CH:25][CH:24]=3)[CH2:13][CH2:12][C:3]=2[CH:4]=1. Procedure details: The title compound is prepared from N-[3-(2-(2-amino-4,5-dimethoxyphenyl)-ethylamino)-propyl]-N-[3-(phenylthio)-propyl]-methylamine and carbonyldiimidazole in acetonitrile analogously to Example 56.